Dataset: the Open Reaction Database (ORD), a public repository of structured organic reaction records. Task: describe an organic reaction: reactants, conditions, products, and yield Reactants: C(C(=O)O)(=O)O (oxalic acid), C(C)(=O)O (Acetic acid), C(C)(C)N(C(C)C)CC (N,N,-diisopropylethylamine), C(#N)[BH3-].[Na+] (sodium cyanoborohydride), Cl (Hydrochloric acid), O=C1N(CCCC1)C1=NC=CC=C1CC=O ([2-(2-oxopiperidin-1-yl)pyridin-3-yl]acetaldehyde), CC(C)OC1=NC(=CC=C1)C1CNCC1 (2-(Propan-2-yloxy)-6-(pyrrolidin-3-yl)pyridine). The solvent is CC(=O)C (acetone), CO (methanol). Run at temperature 0 celsius, time 5 minute. The product is C(C(=O)O)(=O)O.CC(C)OC1=CC=CC(=N1)C1CN(CC1)CCC=1C(=NC=CC1)N1C(CCCC1)=O (1-[3-(2-{3-[6-(propan-2-yloxy)pyridin-2-yl]pyrrolidin-1-yl}ethyl)pyridin-2-yl]piperidin-2-one oxalate). Isolated yield 12.5%. As a reaction SMILES: [CH3:1][CH:2]([O:4][C:5]1[CH:10]=[CH:9][CH:8]=[C:7]([CH:11]2[CH2:15][CH2:14][NH:13][CH2:12]2)[N:6]=1)[CH3:3].C(O)(=O)C.C(N(CC)C(C)C)(C)C.C([BH3-])#N.[Na+].[O:33]=[C:34]1[CH2:39][CH2:38][CH2:37][CH2:36][N:35]1[C:40]1[C:45]([CH2:46][CH:47]=O)=[CH:44][CH:43]=[CH:42][N:41]=1.Cl.[C:50]([OH:55])(=[O:54])[C:51]([OH:53])=[O:52]>CO.CC(C)=O>[C:50]([OH:55])(=[O:54])[C:51]([OH:53])=[O:52].[CH3:3][CH:2]([O:4][C:5]1[N:6]=[C:7]([CH:11]2[CH2:15][CH2:14][N:13]([CH2:47][CH2:46][C:45]3[C:40]([N:35]4[CH2:36][CH2:37][CH2:38][CH2:39][C:34]4=[O:33])=[N:41][CH:42]=[CH:43][CH:44]=3)[CH2:12]2)[CH:8]=[CH:9][CH:10]=1)[CH3:1] |f:3.4,10.11|. Reported procedure: 2-(Propan-2-yloxy)-6-(pyrrolidin-3-yl)pyridine a1-61 (0.302 g, 1.464 mmol, 1 eq) is dissolved in methanol (15 ml) and the solution is cooled at 0° C. Acetic acid (0.527 g, 8.784 mmol, 6 eq), N,N,-diisopropylethylamine (0.378 g, 2.928 mmol, 2 eq) and sodium cyanoborohydride (0.552 g, 8.784 mmol, 6 eq) are added. The reaction mixture is stirred for 5 min, and then poured on crude [2-(2-oxopiperidin-1-yl)pyridin-3-yl]acetaldehyde a4-3 (1.46 mmol, 1 eq) cooled at 0°. After 10 min at 0° C., the react... Reactants: C(C)OC(/C(/CCC=O)=C/C1=CC(=C(C=C1)N1C=NC(=C1)C)OC)=O ((E)-2-[3-methoxy-4-(4-methyl-1H-imidazol-1-yl)-benzylidene]-5-oxovaleric acid ethyl ester), N1(CCOCC1)C=1C=C(C=CC1)C(C)N (1-(3-morpholin-4-yl-phenyl)ethyl amine), C(C)(=O)O[BH-](OC(C)=O)OC(C)=O.[Na+] (sodium triacetoxy borohydride), O.C([O-])(O)=O.[Na+] (sodium bicarbonate water). The solvent is C(C)(=O)O (acetic acid), C(Cl)Cl (methylene chloride), C(C)(=O)OCC (ethyl acetate). Run at time 1 hour. Yields the product C(C)OC(/C(/CCCNC(C)C1=CC(=CC=C1)N1CCOCC1)=C/C1=CC(=C(C=C1)N1C=NC(=C1)C)OC)=O ((E)-2-[3-methoxy-4-(4-methyl-1H-imidazol-1-yl)-benzylidene]-5-[1-(3-morpholin-4-ylphenyl)ethylamino]valeric acid ethyl ester). Yield: 76.2%. RXN SMILES: [CH2:1]([O:3][C:4](=[O:25])/[C:5](=[CH:10]/[C:11]1[CH:16]=[CH:15][C:14]([N:17]2[CH:21]=[C:20]([CH3:22])[N:19]=[CH:18]2)=[C:13]([O:23][CH3:24])[CH:12]=1)/[CH2:6][CH2:7][CH:8]=O)[CH3:2].[N:26]1([C:32]2[CH:33]=[C:34]([CH:38]([NH2:40])[CH3:39])[CH:35]=[CH:36][CH:37]=2)[CH2:31][CH2:30][O:29][CH2:28][CH2:27]1.C(O[BH-](OC(=O)C)OC(=O)C)(=O)C.[Na+].O.C(=O)(O)[O-].[Na+]>C(OCC)(=O)C.C(O)(=O)C.C(Cl)Cl>[CH2:1]([O:3][C:4](=[O:25])/[C:5](=[CH:10]/[C:11]1[CH:16]=[CH:15][C:14]([N:17]2[CH:21]=[C:20]([CH3:22])[N:19]=[CH:18]2)=[C:13]([O:23][CH3:24])[CH:12]=1)/[CH2:6][CH2:7][CH2:8][NH:40][CH:38]([C:34]1[CH:35]=[CH:36][CH:37]=[C:32]([N:26]2[CH2:31][CH2:30][O:29][CH2:28][CH2:27]2)[CH:33]=1)[CH3:39])[CH3:2] |f:2.3,4.5.6|. Reported procedure: To a methylene chloride (10 mL) solution of (E)-2-[3-methoxy-4-(4-methyl-1H-imidazol-1-yl)-benzylidene]-5-oxovaleric acid ethyl ester (173 mg) obtained in Example 398, 1-(3-morpholin-4-yl-phenyl)ethyl amine (157 mg) and acetic acid (0.1 mL) and sodium triacetoxy borohydride (214 mg) were added one by one. The reaction solution was agitated at room temperature for 1 hour, a saturated sodium bicarbonate water and ethyl acetate were added to the reaction solution, and the organic layer was partitio... Starting materials: ClC(CC(F)(Cl)Cl)(Cl)Cl (1,1,1,3,3-pentachloro-3-fluoropropane), ClC(CC(F)(F)Cl)(Cl)Cl (1,1,1,3-tetrachloro-3,3-difluoropropane), ClC(CC(F)(F)Cl)(F)F (1,3-dichloro-1,1,3,3-tetrafluoropropane), ClC(=CC(F)(Cl)Cl)Cl (1,1,3,3-tetrachloro-3-fluoro-1-propene), ClC(=CC(F)(F)F)Cl (1,1-dichloro-3,3,3-trifluoro-1-propene), ClC(=CC(Cl)(Cl)Cl)F (1,3,3,3-tetrachloro-1-fluoro-1-propene), ClC(=CC(F)(F)Cl)Cl (1,1,3-trichloro-3,3-difluoro-1-propene), ClC(CC(F)(Cl)Cl)(F)Cl (1,1,3,3-tetrachloro-1,3-difluoropropane), ClC(C=C(F)F)(Cl)Cl (3,3,3-trichloro-1,1-difluoro-1-propene), ClC(CC(F)(F)Cl)(F)Cl (1,1,3-trichloro-1,3,3-trifluoropropane), ClC(=CC(F)(F)F)F (1-chloro-1,3,3,3-tetrafluoro-1-propene), ClC(CC(F)(F)F)(F)Cl (1,1-dichloro-1,3,3,3-tetrafluoropropane), ClC(CC(F)(F)F)(Cl)Cl (1,1,1-trichloro-3,3,3-trifluoropropane). Yields the product ClC(CC(F)(F)F)(F)F (1-chloro-1,1,3,3,3-pentafluoropropane), FC(=CC(F)(F)F)F (1,1,3,3,3-pentafluoro-1-propene). Reaction SMILES: [Cl:1][C:2]([F:8])=[CH:3][C:4]([F:7])([F:6])[F:5].ClC(Cl)(F)CC(F)(F)[F:13].ClC(F)(F)CC(Cl)(F)F.ClC(Cl)=CC(F)(F)F.ClC(Cl)(Cl)CC(F)(F)F.ClC(Cl)(F)CC(Cl)(F)F.ClC(Cl)=CC(Cl)(F)F.ClC(Cl)(Cl)C=C(F)F.ClC(Cl)(Cl)CC(Cl)(F)F.ClC(Cl)(F)CC(Cl)(Cl)F.ClC(Cl)=CC(Cl)(Cl)F.ClC(F)=CC(Cl)(Cl)Cl.ClC(Cl)(Cl)CC(Cl)(Cl)F>>[Cl:1][C:2]([F:13])([F:8])[CH2:3][C:4]([F:7])([F:6])[F:5].[F:13][C:2]([F:8])=[CH:3][C:4]([F:7])([F:6])[F:5]. Reported procedure: Fluorinated saturated and olefinic compounds formed by contacting HCC-230fa with HF in step (1) can include, for example, 1-chloro-1,3,3,3-tetrafluoro-1-propene (HCFC-1224zb), 1,1-dichloro-1,3,3,3-tetrafluoropropane (HCFC-234fb), 1,3-dichloro-1,1,3,3-tetrafluoropropane (HCFC-234fa), 1,1-dichloro-3,3,3-trifluoro-1-propene (HCFC-1223za), 1,1,1-trichloro-3,3,3-trifluoropropane (HCFC-233fb), 1,1,3-trichloro-1,3,3-trifluoropropane (HCFC-233fa), 1,1,3-trichloro-3,3-difluoro-1-propene (HCFC-1222za), 3,... Reactants: C(C)(C)(C)OC(NCCNC(CCCC1=CC=C(C=C1)OC)=O)=O ({2-[4-(4-methoxy-phenyl)-butyrylamino]-ethyl}-carbamic acid tert-butyl ester), B (borane). Run in C1CCOC1 (THF), C1CCOC1 (THF). Product: C(C)(C)(C)OC(NCCNCCCCC1=CC=C(C=C1)OC)=O ({2-[4-(4-Methoxy-phenyl)-butylamino]-ethyl}-carbamic acid tert-butyl ester). Reaction SMILES: [C:1]([O:5][C:6](=[O:24])[NH:7][CH2:8][CH2:9][NH:10][C:11](=O)[CH2:12][CH2:13][CH2:14][C:15]1[CH:20]=[CH:19][C:18]([O:21][CH3:22])=[CH:17][CH:16]=1)([CH3:4])([CH3:3])[CH3:2].B>C1COCC1>[C:1]([O:5][C:6](=[O:24])[NH:7][CH2:8][CH2:9][NH:10][CH2:11][CH2:12][CH2:13][CH2:14][C:15]1[CH:16]=[CH:17][C:18]([O:21][CH3:22])=[CH:19][CH:20]=1)([CH3:4])([CH3:3])[CH3:2]. Procedure: A solution of {2-[4-(4-methoxy-phenyl)-butyrylamino]-ethyl}-carbamic acid tert-butyl ester (6 g, 17.88 mmol) in dry THF (60 ml) under an inert atmosphere of Argon is treated carefully with borane. THF complex (53.88 ml, 1M Borane in THF). The reaction mixture is heated at reflux for 2 hours and then allowed to cool to room temperature overnight. The mixture is quenched by addition of MeOH and then heated to 70° C. for a further 2 hours. After cooling to room temperature, the solvent is removed i... The reactants are O.C(CC(O)(C(=O)O)CC(=O)O)(=O)O (citric acid monohydrate), C([O-])(O)=O.[Na+] (sodium bicarbonate), C[C@@H]1CCN(C[C@@H]1N(C)C2=C3C=CNC3=NC=N2)C(=O)CC#N.Cl (tofacitinib hydrochloride). The solvent is O (water), O (Water). Reaction conditions: temperature 24 celsius, time 12 hour. Yields the product C[C@@H]1CCN(C[C@@H]1N(C)C2=C3C=CNC3=NC=N2)C(=O)CC#N.C(C(=O)O)C(CC(=O)O)(C(=O)O)O (tofacitinib citrate). Isolated yield 80.7%. As a reaction SMILES: [CH3:1][C@H:2]1[C@@H:7]([N:8]([C:10]2[N:18]=[CH:17][N:16]=[C:15]3[C:11]=2[CH:12]=[CH:13][NH:14]3)[CH3:9])[CH2:6][N:5]([C:19]([CH2:21][C:22]#[N:23])=[O:20])[CH2:4][CH2:3]1.Cl.O.[C:26]([OH:38])(=[O:37])[CH2:27][C:28]([CH2:33][C:34]([OH:36])=[O:35])([C:30]([OH:32])=[O:31])[OH:29].C(=O)(O)[O-].[Na+]>O>[CH3:1][C@H:2]1[C@@H:7]([N:8]([C:10]2[N:18]=[CH:17][N:16]=[C:15]3[C:11]=2[CH:12]=[CH:13][NH:14]3)[CH3:9])[CH2:6][N:5]([C:19]([CH2:21][C:22]#[N:23])=[O:20])[CH2:4][CH2:3]1.[CH2:33]([C:28]([OH:29])([C:30]([OH:32])=[O:31])[CH2:27][C:26]([OH:38])=[O:37])[C:34]([OH:36])=[O:35] |f:0.1,2.3,4.5,7.8|. Procedure: Water (0.5 mL) was added to amorphous tofacitinib hydrochloride (600 mg, 1.719 mmol). Complete dissolution was observed. A solution of citric acid monohydrate (542 mg, 2.579 mmol) and sodium bicarbonate (175 mg, 2.063 mmol) in water (10 mL) was added. A white suspension was formed in approximately 1 to 2 minutes. The suspension was stirred at 23 to 25° C. for 12 hours, filtered, washed with water (2×10 mL) and acetone (5 mL). The damp cake was dried under vacuum (5 torr) at 23 to 25° C. for 4 ho... Reactants: Br.NC=1C=C(CBr)C=C(C1CC1=CC=CC=C1)S(N)(=O)=O (3-Amino-4-benzyl-5-sulfamylbenzyl bromide hydrobromide), C(CCC)N (n-butylamine), CO (methanol). Solvent: O (water). Conditions: time 24 hour. Yields the product NC=1C=C(CNCCCC)C=C(C1CC1=CC=CC=C1)S(N)(=O)=O ((3-Amino-4-benzyl-5-sulfamylbenzyl)-n-butylamine). As a reaction SMILES: Br.[NH2:2][C:3]1[CH:4]=[C:5]([CH:8]=[C:9]([S:18](=[O:21])(=[O:20])[NH2:19])[C:10]=1[CH2:11][C:12]1[CH:17]=[CH:16][CH:15]=[CH:14][CH:13]=1)[CH2:6]Br.[CH2:22]([NH2:26])[CH2:23][CH2:24][CH3:25].CO>O>[NH2:2][C:3]1[CH:4]=[C:5]([CH:8]=[C:9]([S:18](=[O:21])(=[O:20])[NH2:19])[C:10]=1[CH2:11][C:12]1[CH:17]=[CH:16][CH:15]=[CH:14][CH:13]=1)[CH2:6][NH:26][CH2:22][CH2:23][CH2:24][CH3:25] |f:0.1|. Procedure: A mixture of 3-amino-4-benzyl-5-sulfamylbenzyl bromide hydrobromide (1.1 g; prepared as described in Example 61), n-butylamine (5.0 ml) and methanol (10 ml) is stirred at 22°-25° C. for 24 hours. The resulting solution is then diluted with water (20 ml) to precipitate crude (3-amino-4-benzyl-5-sulfamylbenzyl)-n-butylamine. After filtration and recrystallization from aqueous ethanol it is obtained with a melting point of 141°-143° C. Starting materials: CC1=C(C=C2C=NNC2=C1)C#N (6-methyl-1H-indazole-5-carbonitrile), [H-].[Al+3].[Li+].[H-].[H-].[H-] (lithium aluminium hydride), resultant mixture, CO (MeOH), [OH-].[Na+] (NaOH). Run in C1CCOC1 (THF), C1CCOC1 (THF), O (H2O), O (H2O). Yields the product CC1=C(C=C2C=NNC2=C1)CN ((6-Methyl-1H-indazol-5-yl)methylamine). Yield: 30.0%. RXN SMILES: [CH3:1][C:2]1[CH:10]=[C:9]2[C:5]([CH:6]=[N:7][NH:8]2)=[CH:4][C:3]=1[C:11]#[N:12].[H-].[Al+3].[Li+].[H-].[H-].[H-].CO.[OH-].[Na+]>C1COCC1.O>[CH3:1][C:2]1[CH:10]=[C:9]2[C:5]([CH:6]=[N:7][NH:8]2)=[CH:4][C:3]=1[CH2:11][NH2:12] |f:1.2.3.4.5.6,8.9|. Reported procedure: A solution of 6-methyl-1H-indazole-5-carbonitrile (preparation 32) (230 mg, 1.47 mmol) in THF (10 ml) under nitrogen was treated with a solution of lithium aluminium hydride (1N, 3.66 ml, 3.66 mmol) in THF at 0° C. The resultant mixture was stirred for 16 hr warming to room temperature, then treated with MeOH (12 ml), H2O (0.8 ml), NaOH (4N, 2 ml) and H2O (4 ml). The resultant precipitate was removed by filtration, washed with THF and purified by chromatography (SiO2, eluting with 90:10:1 CH2Cl2... The reactants are Cl.ClC=1C=C(C=NC1OCC(F)(F)F)CN ((5-chloro-6-(2,2,2-trifluoroethoxy)pyridin-3-yl)methanamine hydrochloride), NC1=NC=CC(=N1)C(=O)O (2-aminopyrimidine-4-carboxylic acid). The product is NC1=NC=CC(=N1)C(=O)NCC=1C=NC(=C(C1)Cl)OCC(F)(F)F (2-amino-N-((5-chloro-6-(2,2,2-trifluoroethoxy)pyridin-3-yl)methyl)pyrimidine-4-carb oxamide). Yield: 17.0%. RXN SMILES: Cl.[Cl:2][C:3]1[CH:4]=[C:5]([CH2:15][NH2:16])[CH:6]=[N:7][C:8]=1[O:9][CH2:10][C:11]([F:14])([F:13])[F:12].[NH2:17][C:18]1[N:23]=[C:22]([C:24](O)=[O:25])[CH:21]=[CH:20][N:19]=1>>[NH2:17][C:18]1[N:23]=[C:22]([C:24]([NH:16][CH2:15][C:5]2[CH:6]=[N:7][C:8]([O:9][CH2:10][C:11]([F:12])([F:13])[F:14])=[C:3]([Cl:2])[CH:4]=2)=[O:25])[CH:21]=[CH:20][N:19]=1 |f:0.1|. Procedure: The title compound is prepared in 17% yield (43 mg, pale yellow oil) from (5-chloro-6-(2,2,2-trifluoroethoxy)pyridin-3-yl)methanamine hydrochloride (199 mg, 0.72 mmol, Amine-19) and 2-aminopyrimidine-4-carboxylic acid (100 mg, 0.72 mmol) by the similar manner in Step-1 of Example 8. Reactants: O=C([O-])[O-], CC(=O)SCC(C)C(=O)Cl, CCOC(=O)C1Cc2cc(OC)ccc2N1, ClCCl, [K+], [K+]. Product: CCOC(=O)C1Cc2cc(OC)ccc2N1C(=O)C(C)CSC(C)=O. RXN SMILES: [C:17](=[O:18])([O-:19])[O-:20].[C:23]([CH3:24])(=[O:25])[S:26][CH2:27][CH:28]([C:29](=[O:30])[Cl:31])[CH3:32].[CH2:1]([CH3:2])[O:3][C:4](=[O:5])[CH:6]1[NH:7][c:8]2[cH:9][cH:10][c:11]([O:15][CH3:16])[cH:12][c:13]2[CH2:14]1.[CH2:33]([Cl:34])[Cl:35].[K+:21].[K+:22]>>[CH2:1]([CH3:2])[O:3][C:4](=[O:5])[CH:6]1[N:7]([C:29]([CH:28]([CH2:27][S:26][C:23]([CH3:24])=[O:25])[CH3:32])=[O:30])[c:8]2[cH:9][cH:10][c:11]([O:15][CH3:16])[cH:12][c:13]2[CH2:14]1. Starting materials: N,N′-carbonyldiimidazole, FC(C(=O)O)(F)F (trifluoroacetic acid), C(C=CC1=CC=CC=C1)(=O)NCC1=CC=C(C(=O)O)C=C1 (4-[N-cinnamoylaminomethyl]benzoic acid), FC1=CC(=C(C=C1)N)N (4-fluoro-1,2-phenylenediamine). Solvent: solution. Reaction conditions: temperature 45 celsius, time 1 hour. Yields the product NC1=C(C=CC(=C1)F)NC(C1=CC=C(C=C1)CNC(C=CC1=CC=CC=C1)=O)=O (N-(2-amino-4-fluorophenyl)-4-[N-cinnamoylaminomethyl]benzamide). Isolated yield 64.9%. Reaction SMILES: [C:1]([NH:11][CH2:12][C:13]1[CH:21]=[CH:20][C:16]([C:17]([OH:19])=O)=[CH:15][CH:14]=1)(=[O:10])[CH:2]=[CH:3][C:4]1[CH:9]=[CH:8][CH:7]=[CH:6][CH:5]=1.[F:22][C:23]1[CH:28]=[CH:27][C:26]([NH2:29])=[C:25]([NH2:30])[CH:24]=1.FC(F)(F)C(O)=O>>[NH2:30][C:25]1[CH:24]=[C:23]([F:22])[CH:28]=[CH:27][C:26]=1[NH:29][C:17](=[O:19])[C:16]1[CH:15]=[CH:14][C:13]([CH2:12][NH:11][C:1](=[O:10])[CH:2]=[CH:3][C:4]2[CH:5]=[CH:6][CH:7]=[CH:8][CH:9]=2)=[CH:21][CH:20]=1. Procedure details: To a suspension of 0.29 g (1.78 mmol) of N,N′-carbonyldiimidazole in tetrahydrofunan (15 ml) is added 0.50 g (1.78 mmol) of 4-[N-cinnamoylaminomethyl]benzoic acid, followed by stirring at 45° C. for 1 hour. After cooling, the reaction mixture is added to a separately prepared tetrahydrofunan (10 ml) solution including 0.28 g (2.22 mmol) of 4-fluoro-1,2-phenylenediamine and 0.20 g (1.78 mmol) of trifluoroacetic acid at room temperature. After reaction at room temperature for 16 hours, the deposit...